From a dataset of the Open Reaction Database (ORD), a public repository of structured organic reaction records. describe an organic reaction: reactants, conditions, products, and yield Yields the product O=C1NCc2cc(-c3ccc(Nc4ccc(S(=O)(=O)NC5CCNC5)cc4)c4nccn34)ccc21. RXN SMILES: [C:1]([O:2][C:3](=[O:4])[N:8]1[CH2:9][CH:10]([NH:13][S:14](=[O:15])(=[O:16])[c:17]2[cH:18][cH:19][c:20]([NH:23][c:24]3[c:25]4[n:26]([c:27](-[c:30]5[cH:31][c:32]6[c:36]([cH:37][cH:38]5)[C:35](=[O:39])[NH:34][CH2:33]6)[cH:28][cH:29]3)[cH:40][cH:41][n:42]4)[cH:21][cH:22]2)[CH2:11][CH2:12]1)([CH3:5])([CH3:6])[CH3:7].[Cl:43][c:44]1[n:45]2[cH:46][cH:47][n:48][c:49]2[c:50]([NH:51][c:52]2[cH:53][cH:54][c:55]([N:56]3[CH2:57][CH2:58][N:59]([CH:60]([CH3:61])[CH3:62])[CH2:63][CH2:64]3)[cH:65][cH:66]2)[cH:67][cH:68]1.[ClH:69].[O:70]1[CH2:71][CH2:72][O:73][CH2:74][CH2:75]1>>[NH:8]1[CH2:9][CH:10]([NH:13][S:14](=[O:15])(=[O:16])[c:17]2[cH:18][cH:19][c:20]([NH:23][c:24]3[c:25]4[n:26]([c:27](-[c:30]5[cH:31][c:32]6[c:36]([cH:37][cH:38]5)[C:35](=[O:39])[NH:34][CH2:33]6)[cH:28][cH:29]3)[cH:40][cH:41][n:42]4)[cH:21][cH:22]2)[CH2:11][CH2:12]1. The reactants are CC(C)(C)OC(=O)N1CCC(NS(=O)(=O)c2ccc(Nc3ccc(-c4ccc5c(c4)CNC5=O)n4ccnc34)cc2)C1, CC(C)N1CCN(c2ccc(Nc3ccc(Cl)n4ccnc34)cc2)CC1, Cl, C1COCCO1.